From a dataset of the Open Reaction Database (ORD), a public repository of structured organic reaction records. describe an organic reaction: reactants, conditions, products, and yield The reactants are [Cl-].O[NH3+] (hydroxylammonium chloride), C(O)([O-])=O.[Na+] (sodium hydrogencarbonate), N,N′-carbonyldiimidazole, N12CCCCCC2=NCCC1 (1,8-diazabicyclo[5.4.0]undec-7-ene), C(C)C1=CC2=C(N(C(C(=C2C)CCC2=CC=CC=C2)=O)CC2=CC=C(C=C2)C=2C(=CC=CC2)C#N)S1 (4′-{[2-ethyl-4-methyl-6-oxo-5-(2-phenylethyl)thieno[2,3-b]pyridin-7(6H)-yl]methyl}biphenyl-2-carbonitrile). Run in C(Cl)(Cl)Cl (chloroform), CS(=O)C (dimethyl sulfoxide), C(Cl)Cl (methylene chloride), C(Cl)(Cl)Cl (chloroform). Run at temperature 40 celsius, time 30 minute. Product: C(C)C1=CC2=C(N(C(C(=C2C)CCC2=CC=CC=C2)=O)CC2=CC=C(C=C2)C2=C(C=CC=C2)C2=NOC(N2)=O)S1 (2-ethyl-4-methyl-7-{[2′-(5-oxo-4,5-dihydro-1,2,4-oxadiazol-3-yl)biphenyl-4-yl]methyl}-5-(2-phenylethyl)thieno[2,3-b]pyridin-6(7H)-one). The yield is 67.0%. As a reaction SMILES: [Cl-].O[NH3+].[C:4](=[O:7])([O-])[OH:5].[Na+].[CH2:9]([C:11]1[S:44][C:14]2[N:15]([CH2:29][C:30]3[CH:35]=[CH:34][C:33]([C:36]4[C:37]([C:42]#[N:43])=[CH:38][CH:39]=[CH:40][CH:41]=4)=[CH:32][CH:31]=3)[C:16](=[O:28])[C:17]([CH2:20][CH2:21][C:22]3[CH:27]=[CH:26][CH:25]=[CH:24][CH:23]=3)=[C:18]([CH3:19])[C:13]=2[CH:12]=1)[CH3:10].[N:45]12CCCN=C1CCCCC2>C(Cl)(Cl)Cl.C(Cl)Cl.CS(C)=O>[CH2:9]([C:11]1[S:44][C:14]2[N:15]([CH2:29][C:30]3[CH:31]=[CH:32][C:33]([C:36]4[CH:41]=[CH:40][CH:39]=[CH:38][C:37]=4[C:42]4[NH:45][C:4](=[O:7])[O:5][N:43]=4)=[CH:34][CH:35]=3)[C:16](=[O:28])[C:17]([CH2:20][CH2:21][C:22]3[CH:27]=[CH:26][CH:25]=[CH:24][CH:23]=3)=[C:18]([CH3:19])[C:13]=2[CH:12]=1)[CH3:10] |f:0.1,2.3|. Procedure: A mixture of hydroxylammonium chloride (1.62 g), sodium hydrogencarbonate (2.36 g) and dimethyl sulfoxide (20 mL) was stirred at 40° C. for 30 min, 4′-{[2-ethyl-4-methyl-6-oxo-5-(2-phenylethyl)thieno[2,3-b]pyridin-7(6H)-yl]methyl}biphenyl-2-carbonitrile (0.69 g) was added, and the mixture was stirred at 90° C. for 16 hr. The reaction mixture was diluted with chloroform, washed successively with water and saturated brine, and dried over anhydrous magnesium sulfate. The solvent was evaporated unde... Starting materials: CC#N, Cl, CS(=O)(=O)OCC1COc2ccc([N+](=O)[O-])cc2O1, Oc1cccc(C2CCCNC2)c1, [Na+], O=C([O-])O, CN(C)C=O, O. Yields the product O=[N+]([O-])c1ccc2c(c1)OC(CN1CCCC(c3cccc(O)c3)C1)CO2. Reaction SMILES: [CH3:45][C:46]#[N:47].[ClH:25].[N+:1](=[O:2])([O-:3])[c:4]1[cH:5][cH:6][c:7]2[c:8]([cH:19]1)[O:9][CH:10]([CH2:13][O:14][S:15]([CH3:16])(=[O:17])=[O:18])[CH2:11][O:12]2.[NH:26]1[CH2:27][CH:28]([c:32]2[cH:33][c:34]([OH:38])[cH:35][cH:36][cH:37]2)[CH2:29][CH2:30][CH2:31]1.[Na+:24].[O-:20][C:21]([OH:22])=[O:23].[O:40]=[CH:41][N:42]([CH3:43])[CH3:44].[OH2:39]>>[N+:1](=[O:2])([O-:3])[c:4]1[cH:5][cH:6][c:7]2[c:8]([cH:19]1)[O:9][CH:10]([CH2:13][N:26]1[CH2:27][CH:28]([c:32]3[cH:33][c:34]([OH:38])[cH:35][cH:36][cH:37]3)[CH2:29][CH2:30][CH2:31]1)[CH2:11][O:12]2.